This data is from the Open Reaction Database (ORD), a public repository of structured organic reaction records. The task is: describe an organic reaction: reactants, conditions, products, and yield Starting materials: ClC1=CC(=C(C=C1B1OC(C(O1)(C)C)(C)C)S(=O)(=O)N(C1=NC=CC=C1)C)OCCCCO (4-chloro-2-(4-hydroxy-butoxy)-N-methyl-N-pyridin-2-yl-5-(4,4,5,5-tetramethyl-[1,3,2]dioxaborolan-2-yl)-benzenesulfonamide), BrC1=CN=C(C=C1C#N)C(F)(F)F (5-bromo-2-trifluoromethyl-isonicotinonitrile), C(=O)([O-])[O-].[Na+].[Na+] (Na2CO3). The reagents and catalysts are C=1C=CC(=CC1)[P](C=2C=CC=CC2)(C=3C=CC=CC3)[Pd]([P](C=4C=CC=CC4)(C=5C=CC=CC5)C=6C=CC=CC6)([P](C=7C=CC=CC7)(C=8C=CC=CC8)C=9C=CC=CC9)[P](C=1C=CC=CC1)(C=1C=CC=CC1)C=1C=CC=CC1 (Pd(Ph3P)4). Run in O1CCOCC1 (dioxane), O (water). Conditions: temperature 90 celsius. Yields the product ClC1=CC(=C(C=C1C=1C=NC(=CC1C#N)C(F)(F)F)S(=O)(=O)N(C1=NC=CC=C1)C)OCCCCO (4-chloro-5-(4-cyano-6-trifluoromethyl-pyridin-3-yl)-2-(4-hydroxy-butoxy)-N-methyl-N-pyridin-2-yl-benzenesulfonamide). Yield: 37.5%. As a reaction SMILES: [Cl:1][C:2]1[C:7](B2OC(C)(C)C(C)(C)O2)=[CH:6][C:5]([S:17]([N:20]([CH3:27])[C:21]2[CH:26]=[CH:25][CH:24]=[CH:23][N:22]=2)(=[O:19])=[O:18])=[C:4]([O:28][CH2:29][CH2:30][CH2:31][CH2:32][OH:33])[CH:3]=1.Br[C:35]1[C:40]([C:41]#[N:42])=[CH:39][C:38]([C:43]([F:46])([F:45])[F:44])=[N:37][CH:36]=1.C([O-])([O-])=O.[Na+].[Na+]>O1CCOCC1.O.C1C=CC([P]([Pd]([P](C2C=CC=CC=2)(C2C=CC=CC=2)C2C=CC=CC=2)([P](C2C=CC=CC=2)(C2C=CC=CC=2)C2C=CC=CC=2)[P](C2C=CC=CC=2)(C2C=CC=CC=2)C2C=CC=CC=2)(C2C=CC=CC=2)C2C=CC=CC=2)=CC=1>[Cl:1][C:2]1[C:7]([C:35]2[CH:36]=[N:37][C:38]([C:43]([F:45])([F:46])[F:44])=[CH:39][C:40]=2[C:41]#[N:42])=[CH:6][C:5]([S:17]([N:20]([CH3:27])[C:21]2[CH:26]=[CH:25][CH:24]=[CH:23][N:22]=2)(=[O:19])=[O:18])=[C:4]([O:28][CH2:29][CH2:30][CH2:31][CH2:32][OH:33])[CH:3]=1 |f:2.3.4,^1:63,65,84,103|. Procedure details: A mixture of 4-chloro-2-(4-hydroxy-butoxy)-N-methyl-N-pyridin-2-yl-5-(4,4,5,5-tetramethyl-[1,3,2]dioxaborolan-2-yl)-benzenesulfonamide (150 mg, 0.34 mmol), 5-bromo-2-trifluoromethyl-isonicotinonitrile (111 mg, 0.44 mmol), Pd(Ph3P)4 (40 mg, 0.034 mmol) and Na2CO3 (217 mg, 2.1 mmol) in dioxane (2 mL) and water (0.2 mL) was degassed with N2 for 5 min. The reaction vessel was sealed and then heated at 90° C. for 16 hrs. The mixture was absorbed onto silica gel and purified by chromatography on silic... Starting materials: CCO, Cl, CC(=O)N(c1cc(N)c(F)cc1Cl)S(=O)(=O)CCl, [Na+], [OH-]. Yields the product Nc1cc(NS(=O)(=O)CCl)c(Cl)cc1F. Reaction SMILES: [CH3:20][CH2:21][OH:22].[ClH:19].[NH2:1][c:2]1[c:3]([F:18])[cH:4][c:5]([Cl:17])[c:6]([N:8]([C:9](=[O:10])[CH3:11])[S:12](=[O:13])(=[O:14])[CH2:15][Cl:16])[cH:7]1.[Na+:24].[OH-:23]>>[NH2:1][c:2]1[c:3]([F:18])[cH:4][c:5]([Cl:17])[c:6]([NH:8][S:12](=[O:13])(=[O:14])[CH2:15][Cl:16])[cH:7]1. Reactants: FC1=CC=C(C=C1)N1N(C(=CC1=O)C)C (2-(4-fluoro-phenyl)-1,5-dimethyl-1,2-dihydro-pyrazol-3-one), BrN1C(CCC1=O)=O (N-bromosuccinimide). The solvent is [Al] (aluminium), C(Cl)Cl (methylene chloride). Reaction conditions: time 24 hour. The product is BrC=1C(N(N(C1C)C)C1=CC=C(C=C1)F)=O (4-bromo-2-(4-fluoro-phenyl)-1,5-dimethyl-1,2-dihydro-pyrazol-3-one). Isolated yield 62.4%. RXN SMILES: [F:1][C:2]1[CH:7]=[CH:6][C:5]([N:8]2[C:12](=[O:13])[CH:11]=[C:10]([CH3:14])[N:9]2[CH3:15])=[CH:4][CH:3]=1.[Br:16]N1C(=O)CCC1=O>C(Cl)Cl.[Al]>[Br:16][C:11]1[C:12](=[O:13])[N:8]([C:5]2[CH:4]=[CH:3][C:2]([F:1])=[CH:7][CH:6]=2)[N:9]([CH3:15])[C:10]=1[CH3:14]. Reported procedure: To a solution of 2-(4-fluoro-phenyl)-1,5-dimethyl-1,2-dihydro-pyrazol-3-one (0.5 g) in methylene chloride (10 mL) was added N-bromosuccinimide (0.43 g). The reaction vessel was wrapped in aluminium foil and stirred for 24 hours. The solvent was evaporated in vacuo and the residue was dissolved in EtOAc and water. The phases were separated and the aqueous phase was extracted with more EtOAc. The combined organic phases were washed with brine, dried over sodium sulfate, filtered and reduced in vac... Procedure details: A solution of 2,3-dichloro-4,6-dinitrophenol (2.2 g, 0,008 mol, from previous example), 4.5 g of potassium t-butoxide, 0.4 g of potassium hydroxide, 30 mL of N-methyl pyrrolidinone, and 15 mL of water in a 100 mL round-bottomed flask with stir bar is heated to 85° C. for 6 hours. Upon completion, the reaction mixture is poured into 50 mL of aqueous hydrochloric acid. The resulting product is isolated by filtration, washed with cold water, and air dried. The product is recrystallized from a minim... As a reaction SMILES: [Cl:1][C:2]1[C:7](Cl)=[C:6]([N+:9]([O-:11])=[O:10])[CH:5]=[C:4]([N+:12]([O-:14])=[O:13])[C:3]=1[OH:15].CC(C)([O-:19])C.[K+].[OH-].[K+].Cl>O.CN1C(=O)CCC1>[Cl:1][C:2]1[C:7]([OH:19])=[C:6]([N+:9]([O-:11])=[O:10])[CH:5]=[C:4]([N+:12]([O-:14])=[O:13])[C:3]=1[OH:15] |f:1.2,3.4|. Run in O (water), CN1CCCC1=O (N-methyl pyrrolidinone). Conditions: temperature 85 celsius. The product is ClC1=C(O)C(=CC(=C1O)[N+](=O)[O-])[N+](=O)[O-] (2-chloro-4,6-dinitroresorcinol). The yield is 20.9%. Reactants: ClC1=C(C(=CC(=C1Cl)[N+](=O)[O-])[N+](=O)[O-])O (2,3-dichloro-4,6-dinitrophenol), Cl (hydrochloric acid), CC(C)([O-])C.[K+] (potassium t-butoxide), [OH-].[K+] (potassium hydroxide). The reactants are B, Cc1cc(Br)ccc1C(=O)O. Yields the product Cc1cc(Br)ccc1CO. Reaction SMILES: [BH3:1].[Br:2][c:3]1[cH:4][c:5]([CH3:12])[c:6]([C:7](=[O:8])[OH:9])[cH:10][cH:11]1>>[Br:2][c:3]1[cH:4][c:5]([CH3:12])[c:6]([CH2:7][OH:8])[cH:10][cH:11]1. Starting materials: FC=1C=C(C=CC1C1=NN(C=N1)COCC[Si](C)(C)C)C=1C=NN2C1N=C(C=C2)N2C(OC[C@@]2(C2=CC=CC=C2)C)=O ((S)-3-(3-(3-fluoro-4-(1-((2-(trimethylsilyl)ethoxy)methyl)-1H-1,2,4-triazol-3-yl)phenyl)pyrazolo[1,5-a]pyrimidin-5-yl)-4-methyl-4-phenyloxazolidin-2-one), FC=1C=C(C=CC1C1=NC=NN1COCC[Si](C)(C)C)C=1C=NN2C1N=C(C=C2)N2C(OC[C@@]2(C2=CC=CC=C2)C)=O ((S)-3-(3-(3-fluoro-4-(1-((2-(trimethylsilyl)ethoxy)methyl)-1H-1,2,4-triazol-5-yl)phenyl)pyrazolo[1,5-a]pyrimidin-5-yl)-4-methyl-4-phenyloxa-zolidin-2-one). Yields the product FC=1C=C(C=CC1C1=NNC=N1)C=1C=NN2C1N=C(C=C2)N2C(OC[C@@]2(C2=CC=CC=C2)C)=O ((S)-3-(3-(3-fluoro-4-(1H-1,2,4-triazol-3-yl)phenyl)pyrazolo[1,5-a]pyrimidin-5-yl)-4-methyl-4-phenyloxazolidin-2-one). The yield is 75.0%. As a reaction SMILES: [F:1][C:2]1[CH:3]=[C:4]([C:21]2[CH:22]=[N:23][N:24]3[CH:29]=[CH:28][C:27]([N:30]4[C@@:34]([CH3:41])([C:35]5[CH:40]=[CH:39][CH:38]=[CH:37][CH:36]=5)[CH2:33][O:32][C:31]4=[O:42])=[N:26][C:25]=23)[CH:5]=[CH:6][C:7]=1[C:8]1[N:12]=[CH:11][N:10](COCC[Si](C)(C)C)[N:9]=1.FC1C=C(C2C=NN3C=CC(N4[C@@](C)(C5C=CC=CC=5)COC4=O)=NC=23)C=CC=1C1N(COCC[Si](C)(C)C)N=CN=1>>[F:1][C:2]1[CH:3]=[C:4]([C:21]2[CH:22]=[N:23][N:24]3[CH:29]=[CH:28][C:27]([N:30]4[C@@:34]([CH3:41])([C:35]5[CH:40]=[CH:39][CH:38]=[CH:37][CH:36]=5)[CH2:33][O:32][C:31]4=[O:42])=[N:26][C:25]=23)[CH:5]=[CH:6][C:7]=1[C:8]1[N:12]=[CH:11][NH:10][N:9]=1. Procedure details: (S)-3-(3-(3-fluoro-4-(1H-1,2,4-triazol-3-yl)phenyl)pyrazolo[1,5-a]pyrimidin-5-yl)-4-methyl-4-phenyloxazolidin-2-one (17 mg, 75%) was prepared by the procedure described in Example 1, Step 9, using a mixture of (S)-3-(3-(3-fluoro-4-(1-((2-(trimethylsilyl)ethoxy)methyl)-1H-1,2,4-triazol-3-yl)phenyl)pyrazolo[1,5-a]pyrimidin-5-yl)-4-methyl-4-phenyloxazolidin-2-one and (S)-3-(3-(3-fluoro-4-(1-((2-(trimethylsilyl)ethoxy)methyl)-1H-1,2,4-triazol-5-yl)phenyl)pyrazolo[1,5-a]pyrimidin-5-yl)-4-methyl-4-phe... The reactants are C(C)OC(NC(=S)N1CCOCC1)=O ((morpholine-4-carbothioyl)-carbamic acid ethyl ester), Cl.Cl.C(#N)C1(CCN(CC1)CCC)NC(C(CC(C)(C)C)N)=O (2-amino-4,4-dimethyl-pentanoic acid (4-cyano-1-propyl-piperidin-4-yl)amide bis hydrochloride salt). Product: C(C)OC(NC(N1CCOCC1)=NC(CC(C)(C)C)C(NC1(CCN(CC1)CCC)C#N)=O)=O ({[1-(4-Cyano-1-propyl-piperidin-4-ylcarbamoyl)-3,3-dimethyl-butylimino]-morpholin-4-yl-methyl}-carbamic acid ethyl ester). As a reaction SMILES: [CH2:1]([O:3][C:4](=[O:14])[NH:5][C:6]([N:8]1[CH2:13][CH2:12][O:11][CH2:10][CH2:9]1)=S)[CH3:2].Cl.Cl.[C:17]([C:19]1([NH:28][C:29](=[O:37])[CH:30]([NH2:36])[CH2:31][C:32]([CH3:35])([CH3:34])[CH3:33])[CH2:24][CH2:23][N:22]([CH2:25][CH2:26][CH3:27])[CH2:21][CH2:20]1)#[N:18]>>[CH2:1]([O:3][C:4](=[O:14])[NH:5][C:6](=[N:36][CH:30]([C:29](=[O:37])[NH:28][C:19]1([C:17]#[N:18])[CH2:24][CH2:23][N:22]([CH2:25][CH2:26][CH3:27])[CH2:21][CH2:20]1)[CH2:31][C:32]([CH3:34])([CH3:35])[CH3:33])[N:8]1[CH2:13][CH2:12][O:11][CH2:10][CH2:9]1)[CH3:2] |f:1.2.3|. Procedure: The title compound was prepared starting from (morpholine-4-carbothioyl)-carbamic acid ethyl ester and 2-amino-4,4-dimethyl-pentanoic acid (4-cyano-1-propyl-piperidin-4-yl)amide bis hydrochloride salt according to the procedure from Example 5. MS, m/z 460=M+1.